Task: describe an organic reaction: reactants, conditions, products, and yield. Dataset: the Open Reaction Database (ORD), a public repository of structured organic reaction records Starting materials: CC(=O)O[BH-](OC(C)=O)OC(C)=O, CC(=O)O, COC(OC)OC, Cn1c(CC=O)nc2c(N3CCOCC3)nc(Cl)nc21, CC(C)(O)C1CNC1, [Na+]. As a reaction SMILES: [C:40]([O:41][BH-:42]([O:43][C:44](=[O:45])[CH3:46])[O:47][C:48](=[O:49])[CH3:50])(=[O:51])[CH3:52].[CH3:36][C:37](=[O:38])[OH:39].[CH:29]([O:30][CH3:31])([O:32][CH3:33])[O:34][CH3:35].[Cl:1][c:2]1[n:3][c:4]([N:15]2[CH2:16][CH2:17][O:18][CH2:19][CH2:20]2)[c:5]2[n:6][c:7]([CH2:12][CH:13]=[O:14])[n:8]([CH3:11])[c:9]2[n:10]1.[NH:21]1[CH2:22][CH:23]([C:25]([CH3:26])([CH3:27])[OH:28])[CH2:24]1.[Na+:53]>>[Cl:1][c:2]1[n:3][c:4]([N:15]2[CH2:16][CH2:17][O:18][CH2:19][CH2:20]2)[c:5]2[n:6][c:7]([CH2:12][CH2:13][N:21]3[CH2:22][CH:23]([C:25]([CH3:26])([CH3:27])[OH:28])[CH2:24]3)[n:8]([CH3:11])[c:9]2[n:10]1. Yields the product Cn1c(CCN2CC(C(C)(C)O)C2)nc2c(N3CCOCC3)nc(Cl)nc21. Starting materials: COc1ccc2c(c1)CCCCC2(O)c1cc(OC)c(OC)c(OC)c1, CC(=O)O, O. Yields the product COc1ccc2c(c1)CCCC=C2c1cc(OC)c(OC)c(OC)c1. RXN SMILES: [CH3:1][O:2][c:3]1[cH:4][cH:5][c:6]2[c:7]([cH:26]1)[CH2:8][CH2:9][CH2:10][CH2:11][C:12]2([OH:13])[c:14]1[cH:15][c:16]([O:24][CH3:25])[c:17]([O:22][CH3:23])[c:18]([O:20][CH3:21])[cH:19]1.[CH3:27][C:28](=[O:29])[OH:30].[OH2:31]>>[CH3:1][O:2][c:3]1[cH:4][cH:5][c:6]2[c:7]([cH:26]1)[CH2:8][CH2:9][CH2:10][CH:11]=[C:12]2[c:14]1[cH:15][c:16]([O:24][CH3:25])[c:17]([O:22][CH3:23])[c:18]([O:20][CH3:21])[cH:19]1. Starting materials: Imine-TEOS, NCCC[Si](OCC)(OCC)OCC (3-aminopropyltriethoxysilane), C(C1=CC=CC=C1)=O (benzaldehyde). The solvent is C1(=CC=CC=C1)C (toluene). Run at time 8 hour. Yields the product C(C1=CC=CC=C1)=NCCC[Si](OCC)(OCC)OCC (N-benzylidene-3-(triethoxysilyl)-1-propaneamine). The yield is 98.3%. Reaction SMILES: [NH2:1][CH2:2][CH2:3][CH2:4][Si:5]([O:12][CH2:13][CH3:14])([O:9][CH2:10][CH3:11])[O:6][CH2:7][CH3:8].[CH:15](=O)[C:16]1[CH:21]=[CH:20][CH:19]=[CH:18][CH:17]=1>C1(C)C=CC=CC=1>[CH:15](=[N:1][CH2:2][CH2:3][CH2:4][Si:5]([O:12][CH2:13][CH3:14])([O:6][CH2:7][CH3:8])[O:9][CH2:10][CH3:11])[C:16]1[CH:21]=[CH:20][CH:19]=[CH:18][CH:17]=1. Procedure details: (Imine-TEOS) To a 2000 mL 3-neck round bottom flask placed in an ice water bath and equipped with a stirbar was added 70 g of 5 Å molecular sieves. The flask was then equipped with a reflux condenser and the remaining necks were sealed with rubber septa. The reaction flask was evacuated and backfilled with dry nitrogen three times. After the final backfill cycle, 200.1 g (903.9 mmol) of 3-aminopropyltriethoxysilane was added to the flask, along with 300 mL of anhydrous toluene. With rapid stirri... The reactants are CN(C)c1ccncc1, ClCCl, OCCOCC(F)F, Cc1ccc(S(=O)(=O)Cl)cc1. The product is Cc1ccc(S(=O)(=O)OCCOCC(F)F)cc1. RXN SMILES: [CH3:20][N:21]([c:22]1[cH:23][cH:24][n:25][cH:26][cH:27]1)[CH3:28].[Cl:29][CH2:30][Cl:31].[F:1][CH:2]([CH2:3][O:4][CH2:5][CH2:6][OH:7])[F:8].[c:9]1([CH3:19])[cH:10][cH:11][c:12]([S:15](=[O:16])(=[O:17])[Cl:18])[cH:13][cH:14]1>>[F:1][CH:2]([CH2:3][O:4][CH2:5][CH2:6][O:7][S:15]([c:12]1[cH:11][cH:10][c:9]([CH3:19])[cH:14][cH:13]1)(=[O:16])=[O:17])[F:8].